From a dataset of the Open Reaction Database (ORD), a public repository of structured organic reaction records. describe an organic reaction: reactants, conditions, products, and yield Reactants: CCOP(OCC)OCC, Cc1ccccc1, Oc1ccc(Oc2c(Cl)cc(CBr)cc2Cl)cc1Cc1ccc(F)cc1. The product is CCOP(=O)(Cc1cc(Cl)c(Oc2ccc(O)c(Cc3ccc(F)cc3)c2)c(Cl)c1)OCC. RXN SMILES: [CH2:27]([CH3:28])[O:29][P:30]([O:31][CH2:32][CH3:33])[O:34][CH2:35][CH3:36].[CH3:37][c:38]1[cH:39][cH:40][cH:41][cH:42][cH:43]1.[Cl:1][c:2]1[cH:3][c:4]([CH2:5][Br:6])[cH:7][c:8]([Cl:26])[c:9]1[O:10][c:11]1[cH:12][c:13]([CH2:18][c:19]2[cH:20][cH:21][c:22]([F:25])[cH:23][cH:24]2)[c:14]([OH:17])[cH:15][cH:16]1>>[Cl:1][c:2]1[cH:3][c:4]([CH2:5][P:30]([O:29][CH2:27][CH3:28])([O:31][CH2:32][CH3:33])=[O:34])[cH:7][c:8]([Cl:26])[c:9]1[O:10][c:11]1[cH:12][c:13]([CH2:18][c:19]2[cH:20][cH:21][c:22]([F:25])[cH:23][cH:24]2)[c:14]([OH:17])[cH:15][cH:16]1. Reactants: Cc1sc2nc(-c3cnccn3)nc(Cl)c2c1Cl, NCc1ccccc1. Yields the product Cc1sc2nc(-c3cnccn3)nc(NCc3ccccc3)c2c1Cl. As a reaction SMILES: [Cl:9][c:10]1[c:11]2[c:12]([n:13][c:14](-[c:16]3[n:17][cH:18][cH:19][n:20][cH:21]3)[n:15]1)[s:22][c:23]([CH3:26])[c:24]2[Cl:25].[NH2:1][CH2:2][c:3]1[cH:4][cH:5][cH:6][cH:7][cH:8]1>>[NH:1]([CH2:2][c:3]1[cH:4][cH:5][cH:6][cH:7][cH:8]1)[c:10]1[c:11]2[c:12]([n:13][c:14](-[c:16]3[n:17][cH:18][cH:19][n:20][cH:21]3)[n:15]1)[s:22][c:23]([CH3:26])[c:24]2[Cl:25]. The reactants are O=C1CCN(C(=O)C=Cc2ccc(Cl)c(Cl)c2)CCN1, Cl, Cl, O=C(O)C=Cc1ccc(F)c(F)c1, O=C1CCNCCN1CCCN1CCCCC1. Product: O=C(C=Cc1ccc(F)c(F)c1)N1CCC(=O)N(CCCN2CCCCC2)CC1. Reaction SMILES: [Cl:1][c:2]1[cH:3][c:4]([CH:5]=[CH:6][C:7]([N:8]2[CH2:9][CH2:10][C:11](=[O:12])[NH:13][CH2:14][CH2:15]2)=[O:16])[cH:17][cH:18][c:19]1[Cl:20].[ClH:34].[ClH:35].[F:21][c:22]1[cH:23][c:24]([CH:25]=[CH:26][C:27](=[O:28])[OH:29])[cH:30][cH:31][c:32]1[F:33].[N:36]1([CH2:42][CH2:43][CH2:44][N:45]2[CH2:46][CH2:47][NH:48][CH2:49][CH2:50][C:51]2=[O:52])[CH2:37][CH2:38][CH2:39][CH2:40][CH2:41]1>>[F:21][c:22]1[cH:23][c:24]([CH:25]=[CH:26][C:27](=[O:29])[N:48]2[CH2:47][CH2:46][N:45]([CH2:44][CH2:43][CH2:42][N:36]3[CH2:37][CH2:38][CH2:39][CH2:40][CH2:41]3)[C:51](=[O:52])[CH2:50][CH2:49]2)[cH:30][cH:31][c:32]1[F:33]. Starting materials: O=C1c2ccccc2C(=O)N1C1CCC(c2ccccn2)C1, NC1CCC(c2ccccn2)C1. Product: NC1CCC(c2ccccn2)C1. Reaction SMILES: [n:1]1[c:2]([CH:7]2[CH2:8][CH:9]([N:12]3[C:13](=[O:14])[c:15]4[cH:16][cH:17][cH:18][cH:19][c:20]4[C:21]3=[O:22])[CH2:10][CH2:11]2)[cH:3][cH:4][cH:5][cH:6]1.[n:23]1[cH:24][cH:25][cH:26][cH:27][c:28]1[CH:29]1[CH2:30][CH2:31][CH:32]([NH2:33])[CH2:34]1>>[n:1]1[c:2]([CH:7]2[CH2:8][CH:9]([NH2:12])[CH2:10][CH2:11]2)[cH:3][cH:4][cH:5][cH:6]1.